From a dataset of the Open Reaction Database (ORD), a public repository of structured organic reaction records. describe an organic reaction: reactants, conditions, products, and yield Reactants: C(=NC1CCCCC1)=NC1CCCCC1, ClCCl, CC12CCC(O)CC1=CCC1C2CCC2(C)C(=NO)CCC12, O=C(O)c1ccccc1. Product: CC12CCC(OC(=O)c3ccccc3)CC1=CCC1C2CCC2(C)C(=NO)CCC12. Reaction SMILES: [CH:23]1([N:24]=[C:25]=[N:26][CH:27]2[CH2:28][CH2:29][CH2:30][CH2:31][CH2:32]2)[CH2:33][CH2:34][CH2:35][CH2:36][CH2:37]1.[Cl:47][CH2:48][Cl:49].[N:1]([OH:2])=[C:3]1[C:4]2([CH3:5])[CH:6]([CH2:7][CH2:8]1)[CH:9]1[CH2:10][CH:11]=[C:12]3[CH2:13][CH:14]([OH:22])[CH2:15][CH2:16][C:17]3([CH3:18])[CH:19]1[CH2:20][CH2:21]2.[OH:38][C:39](=[O:40])[c:41]1[cH:42][cH:43][cH:44][cH:45][cH:46]1>>[N:1]([OH:2])=[C:3]1[C:4]2([CH3:5])[CH:6]([CH2:7][CH2:8]1)[CH:9]1[CH2:10][CH:11]=[C:12]3[CH2:13][CH:14]([O:22][C:39](=[O:38])[c:41]4[cH:42][cH:43][cH:44][cH:45][cH:46]4)[CH2:15][CH2:16][C:17]3([CH3:18])[CH:19]1[CH2:20][CH2:21]2. Reactants: CS(C)=O, [Cl-], CCOC(=O)C(C(=O)OCC)c1ncc(Cl)cc1Cl, [Na+], O. Yields the product CCOC(=O)Cc1ncc(Cl)cc1Cl. RXN SMILES: [CH3:20][S:21](=[O:22])[CH3:23].[Cl-:25].[Cl:1][c:2]1[c:3]([CH:9]([C:10](=[O:11])[O:12][CH2:13][CH3:14])[C:15]([O:16][CH2:17][CH3:18])=[O:19])[n:4][cH:5][c:6]([Cl:8])[cH:7]1.[Na+:24].[OH2:26]>>[Cl:1][c:2]1[c:3]([CH2:9][C:10](=[O:11])[O:12][CH2:13][CH3:14])[n:4][cH:5][c:6]([Cl:8])[cH:7]1.